This data is from the Open Reaction Database (ORD), a public repository of structured organic reaction records. The task is: describe an organic reaction: reactants, conditions, products, and yield The reactants are C1COCCN1, CCN(C(C)C)C(C)C, Cn1cc(C(=O)NCc2ccc(Cl)cc2)c(=O)c2cc(CCl)cc(I)c21, CN(C)C=O. Product: Cn1cc(C(=O)NCc2ccc(Cl)cc2)c(=O)c2cc(CN3CCOCC3)cc(I)c21. RXN SMILES: [CH2:36]1[CH2:37][O:38][CH2:39][CH2:40][NH:41]1.[CH:27]([N:28]([CH2:29][CH3:30])[CH:31]([CH3:32])[CH3:33])([CH3:34])[CH3:35].[Cl:1][c:2]1[cH:3][cH:4][c:5]([CH2:6][NH:7][C:8](=[O:9])[c:10]2[cH:11][n:12]([CH3:24])[c:13]3[c:14]([I:23])[cH:15][c:16]([CH2:21][Cl:22])[cH:17][c:18]3[c:19]2=[O:20])[cH:25][cH:26]1.[O:42]=[CH:43][N:44]([CH3:45])[CH3:46]>>[Cl:1][c:2]1[cH:3][cH:4][c:5]([CH2:6][NH:7][C:8](=[O:9])[c:10]2[cH:11][n:12]([CH3:24])[c:13]3[c:14]([I:23])[cH:15][c:16]([CH2:21][N:41]4[CH2:36][CH2:37][O:38][CH2:39][CH2:40]4)[cH:17][c:18]3[c:19]2=[O:20])[cH:25][cH:26]1. Reactants: CCOC(=O)c1ccc(-c2ccc(OCC(C)NCC(O[Si](CC)(CC)CC)c3ccc(OCc4ccccc4)c(NS(C)(=O)=O)c3)cc2)cc1, CCCC[N+](CCCC)(CCCC)CCCC, [F-], C1CCOC1. Yields the product CCOC(=O)c1ccc(-c2ccc(OCC(C)NCC(O)c3ccc(OCc4ccccc4)c(NS(C)(=O)=O)c3)cc2)cc1. As a reaction SMILES: [CH2:1]([c:2]1[cH:3][cH:4][cH:5][cH:6][cH:7]1)[O:8][c:9]1[c:10]([NH:47][S:48](=[O:49])(=[O:50])[CH3:51])[cH:11][c:12]([CH:15]([CH2:16][NH:17][CH:18]([CH2:19][O:20][c:21]2[cH:22][cH:23][c:24](-[c:27]3[cH:28][cH:29][c:30]([C:33](=[O:34])[O:35][CH2:36][CH3:37])[cH:31][cH:32]3)[cH:25][cH:26]2)[CH3:38])[O:39][Si:40]([CH2:41][CH3:42])([CH2:43][CH3:44])[CH2:45][CH3:46])[cH:13][cH:14]1.[CH3:53][CH2:54][CH2:55][CH2:56][N+:57]([CH2:58][CH2:59][CH2:60][CH3:61])([CH2:62][CH2:63][CH2:64][CH3:65])[CH2:66][CH2:67][CH2:68][CH3:69].[F-:52].[O:70]1[CH2:71][CH2:72][CH2:73][CH2:74]1>>[CH2:1]([c:2]1[cH:3][cH:4][cH:5][cH:6][cH:7]1)[O:8][c:9]1[c:10]([NH:47][S:48](=[O:49])(=[O:50])[CH3:51])[cH:11][c:12]([CH:15]([CH2:16][NH:17][CH:18]([CH2:19][O:20][c:21]2[cH:22][cH:23][c:24](-[c:27]3[cH:28][cH:29][c:30]([C:33](=[O:34])[O:35][CH2:36][CH3:37])[cH:31][cH:32]3)[cH:25][cH:26]2)[CH3:38])[OH:39])[cH:13][cH:14]1. The reactants are C(O)([O-])=O.[Na+] (sodium hydrogen carbonate), C(C)(=O)O[BH-](OC(C)=O)OC(C)=O.[Na+] (sodium triacetoxyborohydride), NC1CCC(CC1)CCN1C(C=C(C2=CC=C(C=C12)OC)C)=O (1-(2-(4-aminocyclohexyl)ethyl)-7-methoxy-4-methylquinolin-2(1H)-one), 3A, O1CCOC=2C=NC(=CC21)C=O (2,3-dihydro(1,4)dioxino(2,3-c)pyridine-7-carbaldehyde). Run in C(Cl)(Cl)Cl (chloroform), C(C)(=O)O (acetic acid), ClCCl (dichloromethane). Conditions: time 1.5 hour. The product is O1CCOC=2C=NC(=CC21)CNC2CCC(CC2)CCN2C(C=C(C1=CC=C(C=C21)OC)C)=O (1-(2-(4-((2,3-dihydro(1,4)dioxino(2,3-c)pyridin-7-ylmethyl)amino)cyclohexyl)ethyl)-7-methoxy-4-methylquinolin-2(1H)-one). Isolated yield 62.2%. Reaction SMILES: [NH2:1][CH:2]1[CH2:7][CH2:6][CH:5]([CH2:8][CH2:9][N:10]2[C:19]3[C:14](=[CH:15][CH:16]=[C:17]([O:20][CH3:21])[CH:18]=3)[C:13]([CH3:22])=[CH:12][C:11]2=[O:23])[CH2:4][CH2:3]1.[O:24]1[C:33]2[CH:32]=[C:31]([CH:34]=O)[N:30]=[CH:29][C:28]=2[O:27][CH2:26][CH2:25]1.C(O[BH-](OC(=O)C)OC(=O)C)(=O)C.[Na+].C(=O)([O-])O.[Na+]>C(Cl)(Cl)Cl.C(O)(=O)C.ClCCl>[O:24]1[C:33]2[CH:32]=[C:31]([CH2:34][NH:1][CH:2]3[CH2:7][CH2:6][CH:5]([CH2:8][CH2:9][N:10]4[C:19]5[C:14](=[CH:15][CH:16]=[C:17]([O:20][CH3:21])[CH:18]=5)[C:13]([CH3:22])=[CH:12][C:11]4=[O:23])[CH2:4][CH2:3]3)[N:30]=[CH:29][C:28]=2[O:27][CH2:26][CH2:25]1 |f:2.3,4.5|. Reported procedure: To 1.5 mL of dichloromethane solution containing 6.0 mg of 1-(2-(4-aminocyclohexyl)ethyl)-7-methoxy-4-methylquinolin-2(1H)-one, 10 mg of molecular sieves 3A, 3.4 mg of 2,3-dihydro(1,4)dioxino(2,3-c)pyridine-7-carbaldehyde and 1.6 μL of acetic acid were added at room temperature, and stirred at the same temperature for 1.5 hours. To the reaction mixture, 6.0 mg of sodium triacetoxyborohydride was added, and stirred at the same temperature for 1.5 hours. To the reaction mixture, aqueous saturated ... The reactants are CCCCCCCCCCCCS(=O)(=O)Cl, Cl, COc1ccc(-c2cc3cc(F)c(F)cc3[nH]2)cc1N, O, c1ccncc1. Product: CCCCCCCCCCCCS(=O)(=O)Nc1cc(-c2cc3cc(F)c(F)cc3[nH]2)ccc1OC. RXN SMILES: [CH2:1]([CH2:2][CH2:3][CH2:4][CH2:5][CH2:6][CH2:7][CH2:8][CH2:9][CH2:10][CH2:11][CH3:12])[S:13](=[O:14])(=[O:15])[Cl:16].[ClH:38].[F:17][c:18]1[cH:19][c:20]2[cH:21][c:22](-[c:28]3[cH:29][cH:30][c:31]([O:35][CH3:36])[c:32]([NH2:34])[cH:33]3)[nH:23][c:24]2[cH:25][c:26]1[F:27].[OH2:37].[cH:39]1[cH:40][cH:41][n:42][cH:43][cH:44]1>>[CH2:1]([CH2:2][CH2:3][CH2:4][CH2:5][CH2:6][CH2:7][CH2:8][CH2:9][CH2:10][CH2:11][CH3:12])[S:13](=[O:14])(=[O:15])[NH:34][c:32]1[c:31]([O:35][CH3:36])[cH:30][cH:29][c:28](-[c:22]2[cH:21][c:20]3[cH:19][c:18]([F:17])[c:26]([F:27])[cH:25][c:24]3[nH:23]2)[cH:33]1. Reactants: FC1=CC=C2C(=NN(C2=C1)C)C1CCNCC1 (4-(6-fluoro-1-methyl-1H-indazol-3-yl)piperidine), C([O-])([O-])=O.[K+].[K+] (potassium carbonate), BrCCCO (3-bromopropanol). Solvent: CC(=O)C (acetone). Product: FC1=CC=C2C(=NN(C2=C1)C)C1CCN(CC1)CCCO (4-(6-fluoro-1-methyl-1H-indazol-3-yl)-1-(3-hydroxypropyl)piperidine). The yield is 36.0%. As a reaction SMILES: [F:1][C:2]1[CH:10]=[C:9]2[C:5]([C:6]([CH:12]3[CH2:17][CH2:16][NH:15][CH2:14][CH2:13]3)=[N:7][N:8]2[CH3:11])=[CH:4][CH:3]=1.C(=O)([O-])[O-].[K+].[K+].Br[CH2:25][CH2:26][CH2:27][OH:28]>CC(C)=O>[F:1][C:2]1[CH:10]=[C:9]2[C:5]([C:6]([CH:12]3[CH2:17][CH2:16][N:15]([CH2:25][CH2:26][CH2:27][OH:28])[CH2:14][CH2:13]3)=[N:7][N:8]2[CH3:11])=[CH:4][CH:3]=1 |f:1.2.3|. Procedure: A mixture of 4-(6-fluoro-1-methyl-1H-indazol-3-yl)piperidine (5.0 g; 0.02 mol), potassium carbonate (8.28 g; 0.06 mol), 3-bromopropanol (2.98 g; 0.02 mol) and acetone (100 ml) was stirred and refluxed for 20 h. The reaction mixture was filtered, concentrated in vacuo and purified by chromatography on silica gel 60 with ethyl acetate:methanol (8:2, v/v) as eluent. Concentration of the appropriate fractions afforded 2.1 g (34%) of 4-(6-fluoro-1-methyl-1H-indazol-3-yl)-1-(3-hydroxypropyl)piperidine... The reactants are C(C)OC([C@@H](N)C(C)C)=O (L-valine ethyl ester), ClCCl (dichloromethane), ClC\C=C/CCl (cis-1,4-dichloro-2-butene), CCCCCC (hexane). The solvent is CCCCCC.C(C)(=O)OCC (hexane ethyl acetate). The product is CC([C@@H](C(=O)OCC)N1CC=CC1)C ((S)-ethyl 3-methyl-2-(2H-pyrrol-1(5H)-yl)butanoate). The yield is 52.0%. As a reaction SMILES: [CH2:1]([O:3][C:4](=[O:10])[C@H:5]([CH:7]([CH3:9])[CH3:8])[NH2:6])[CH3:2].ClCCl.Cl[CH2:15]/[CH:16]=[CH:17]\[CH2:18]Cl.CCCCCC>CCCCCC.C(OCC)(=O)C>[CH3:8][CH:7]([CH3:9])[C@H:5]([N:6]1[CH2:18][CH:17]=[CH:16][CH2:15]1)[C:4]([O:3][CH2:1][CH3:2])=[O:10] |f:4.5|. Reported procedure: From L-valine ethyl ester (1.0 g, 6.9 mmol), dichloromethane (1 ml) and cis-1,4-dichloro-2-butene (250 mg, 2.0 mmol). Flash chromatography: silica gel, gradient neat hexane to hexane:ethyl acetate (1:2) afforded the product (205 mg, 52%) as yellow oil.